From a dataset of the Open Reaction Database (ORD), a public repository of structured organic reaction records. describe an organic reaction: reactants, conditions, products, and yield The reactants are C(C)N[C@@H](C(=O)OC(C)(C)C)C1=CC=CC=C1 ((R)-tert-butyl 2-(ethylamino)-2-phenylacetate), CC(=O)C (acetone), C(C)(=O)O (acetic acid), C(#N)[BH3-].[Na+] (sodium cyanoborohydride). Run in CCO (EtOH). Conditions: time 8 hour. Yields the product C(C)N([C@@H](C(=O)OC(C)(C)C)C1=CC=CC=C1)C(C)C ((R)-tert-butyl 2-(ethyl(isopropyl)amino)-2-phenylacetate). Yield: 30.5%. RXN SMILES: [CH2:1]([NH:3][C@H:4]([C:12]1[CH:17]=[CH:16][CH:15]=[CH:14][CH:13]=1)[C:5]([O:7][C:8]([CH3:11])([CH3:10])[CH3:9])=[O:6])[CH3:2].[CH3:18][C:19]([CH3:21])=O.C(O)(=O)C.C([BH3-])#N.[Na+]>CCO>[CH2:1]([N:3]([CH:19]([CH3:21])[CH3:18])[C@H:4]([C:12]1[CH:13]=[CH:14][CH:15]=[CH:16][CH:17]=1)[C:5]([O:7][C:8]([CH3:11])([CH3:9])[CH3:10])=[O:6])[CH3:2] |f:3.4|. Procedure details: To a solution of product from example 122A (0.098 g, 0.416 mmol) in EtOH (5 mL) was added acetone (0.031 mL, 0.416 mmol), acetic acid (0.024 mL, 0.416 mmol), and sodium cyanoborohydride (0.039 g, 0.625 mmol), and the resulting mixture and stirred at rt for 8 hrs. The mixture was partitioned between CH2Cl2 and saturated aq. NaHCO3, and the organic layer was dried over anhydrous sodium sulphate, filtered, and concentrated in vacuo. The crude product was purified by column chromatography on silica ... The reactants are CCOc1cc(C(O)c2ccc(OC)c(C)c2)ccc1OC, ClCCl, O=[Mn]=O. Yields the product CCOc1cc(C(=O)c2ccc(OC)c(C)c2)ccc1OC. As a reaction SMILES: [CH2:1]([CH3:2])[O:3][c:4]1[cH:5][c:6]([CH:12]([OH:13])[c:14]2[cH:15][c:16]([CH3:22])[c:17]([O:20][CH3:21])[cH:18][cH:19]2)[cH:7][cH:8][c:9]1[O:10][CH3:11].[CH2:23]([Cl:24])[Cl:25].[O:26]=[Mn:27]=[O:28]>>[CH2:1]([CH3:2])[O:3][c:4]1[cH:5][c:6]([C:12](=[O:13])[c:14]2[cH:15][c:16]([CH3:22])[c:17]([O:20][CH3:21])[cH:18][cH:19]2)[cH:7][cH:8][c:9]1[O:10][CH3:11]. The reactants are C=CCCCC (1-hexene), N#N (N2), C1CCOC1 (THF). Yields the product CC(CCCC)C1OCCC1 (2-(1-methylpentyl)-tetrahydrofuran). Isolated yield 96.0%. Reaction SMILES: [CH2:1]=[CH:2][CH2:3][CH2:4][CH2:5][CH3:6].N#N.[CH2:9]1[CH2:13][O:12][CH2:11][CH2:10]1>>[CH3:1][CH:2]([CH:11]1[CH2:10][CH2:9][CH2:13][O:12]1)[CH2:3][CH2:4][CH2:5][CH3:6]. Reported procedure: 3 g of 1-hexene and 22 g of THF were passed into the reactor tube with a 30 ml/min flow of N2. The reaction mixture was washed with 150 ml of 1:1 v/v water/ether to separate the 1 g. of water soluble THF dimer 2-(1-methyl-pentyl)-tetrahydrofuran which was formed. The organic phase was chromatographed on silica gel. Elution with 5% ether and 5% petroleum ether in cyclohexane to yield material which was shown to be 96% pure title compound by GC. 250 MHz 13C-NMR (CDCl3 ; data for d,l for meso mixtu... The reactants are C1(=CC=CC=C1)S(=O)(=O)Cl (benzenesulphonyl chloride), C(CC)[C@@H]1CC[C@H](CC1)C1=NC=C(C=N1)C(=O)N (trans-2-(4-propylcyclohexyl)-5-pyrimidinecarboxamide), N1=CC=CC=C1 (pyridine), ice, Cl (hydrochloric acid). Solvent: CCOCC (ether). Reaction conditions: time 2 hour. Yields the product C(CC)[C@@H]1CC[C@H](CC1)C1=NC=C(C=N1)C#N (trans-2-(4-propylcyclohexyl)-5-pyrimidinecarbonitrile). Reaction SMILES: C1(S(Cl)(=O)=O)C=CC=CC=1.[CH2:11]([C@H:14]1[CH2:19][CH2:18][C@H:17]([C:20]2[N:25]=[CH:24][C:23]([C:26]([NH2:28])=O)=[CH:22][N:21]=2)[CH2:16][CH2:15]1)[CH2:12][CH3:13].N1C=CC=CC=1.Cl>CCOCC>[CH2:11]([C@H:14]1[CH2:15][CH2:16][C@H:17]([C:20]2[N:25]=[CH:24][C:23]([C:26]#[N:28])=[CH:22][N:21]=2)[CH2:18][CH2:19]1)[CH2:12][CH3:13]. Procedure details: 20.3 g of benzenesulphonyl chloride are added while stirring to a mixture of 9.45 g of trans-2-(4-propylcyclohexyl)-5-pyrimidinecarboxamide and 55 ml of pyridine. After 2 hours, the solution is poured into a mixture of 100 g of ice and 0.9 ml of half-concentrated hydrochloric acid. The precipitated product is taken up in ether and the ether extract is washed neutral with water, dried and evaporated. The crude product is purified by chromatography on 200 g of silica gel with hexane/benzene (1:1) ... The reactants are Brc1ccc2[nH]c3c(c2c1)CCCC3NCCc1ccccc1, C1CCOC1, CI, Cl, Cl, [H-], [Na+]. Product: Cn1c2c(c3cc(Br)ccc31)CCCC2NCCc1ccccc1, Cl. RXN SMILES: [Br:4][c:5]1[cH:6][c:7]2[c:8]3[c:13]([nH:14][c:15]2[cH:16][cH:17]1)[CH:12]([NH:18][CH2:19][CH2:20][c:21]1[cH:22][cH:23][cH:24][cH:25][cH:26]1)[CH2:11][CH2:10][CH2:9]3.[CH2:30]1[O:31][CH2:32][CH2:33][CH2:34]1.[CH3:1][I:2].[ClH:29].[ClH:3].[H-:27].[Na+:28]>>[CH3:1][n:14]1[c:13]2[c:8]([c:7]3[cH:6][c:5]([Br:4])[cH:17][cH:16][c:15]31)[CH2:9][CH2:10][CH2:11][CH:12]2[NH:18][CH2:19][CH2:20][c:21]1[cH:22][cH:23][cH:24][cH:25][cH:26]1.[ClH:3].